The task is: describe an organic reaction: reactants, conditions, products, and yield. This data is from the Open Reaction Database (ORD), a public repository of structured organic reaction records. Reactants: sol., O=C1CCC2=CC=C(C=C12)C(=O)OCC[Si](C)(C)C (2-(Trimethylsilyl)ethyl 3-oxo-2,3-dihydro-1H-indene-5-carboxylate). The solvent is C1(=CC=CC=C1)C (toluene), C1CCOC1 (THF). Yields the product O[C@H]1CCC2=CC=C(C=C12)C(=O)OCC[Si](C)(C)C ((S)-2-(Trimethylsilyl)ethyl 3-hydroxy-2,3-dihydro-1H-indene-5-carboxylate). Reaction SMILES: [O:1]=[C:2]1[C:10]2[C:5](=[CH:6][CH:7]=[C:8]([C:11]([O:13][CH2:14][CH2:15][Si:16]([CH3:19])([CH3:18])[CH3:17])=[O:12])[CH:9]=2)[CH2:4][CH2:3]1>C1(C)C=CC=CC=1.C1COCC1>[OH:1][C@@H:2]1[C:10]2[C:5](=[CH:6][CH:7]=[C:8]([C:11]([O:13][CH2:14][CH2:15][Si:16]([CH3:19])([CH3:18])[CH3:17])=[O:12])[CH:9]=2)[CH2:4][CH2:3]1. Procedure: To a solution of R-CBS reagent (90 μL, 1M sol.) and BH3DMS (220 μL, 2.34 mmol) in 3.6 ml of toluene at −10° C. was dropwise added over about 2 h, a solution of the product from Step 1 (500 mg, 1.8 mmol) in 1.8 mL of THF. After addition was complete, the reaction mixture was quenched with 0.5 N HCl. The resulting mixture was transferred to a seperatory funnel and the aqueous layer was washed 3× with EtOAc. The organic layers were combined, dried over MgSO4, filtered and concentrated to yield an o...